From a dataset of the Open Reaction Database (ORD), a public repository of structured organic reaction records. describe an organic reaction: reactants, conditions, products, and yield The reactants are C1(CC1)N1C=C(C(C=2C=C3C(=NC12)C(=C(C(=C3)F)N3CCN(CC3)CC3=CC=CO3)F)=O)C(=O)OCC (ethyl 1-cyclopropyl-7,9-difluoro-8-(4-furfurylpiperazin-1-yl)-4-oxo-1,4-dihydrobenzo[b][1,8]naphthyridine-3-carboxylate), C(C)(=O)O (acetic acid). The solvent is [OH-].[K+] (potassium hydroxide), C(C)O (ethanol). Conditions: time 20 minute. Yields the product C1(CC1)N1C=C(C(C=2C=C3C(=NC12)C(=C(C(=C3)F)N3CCN(CC3)CC3=CC=CO3)F)=O)C(=O)O (1-cyclopropyl-7,9-difluoro-8-(4-furfurylpiperazin-1-yl)-4-oxo-1,4-dihydrobenzo[b][1,8]-naphthyridine-3-carboxylic acid). Isolated yield 49.4%. As a reaction SMILES: [CH:1]1([N:4]2[C:13]3[N:12]=[C:11]4[C:14]([F:31])=[C:15]([N:19]5[CH2:24][CH2:23][N:22]([CH2:25][C:26]6[O:30][CH:29]=[CH:28][CH:27]=6)[CH2:21][CH2:20]5)[C:16]([F:18])=[CH:17][C:10]4=[CH:9][C:8]=3[C:7](=[O:32])[C:6]([C:33]([O:35]CC)=[O:34])=[CH:5]2)[CH2:3][CH2:2]1.C(O)(=O)C>C(O)C.[OH-].[K+]>[CH:1]1([N:4]2[C:13]3[N:12]=[C:11]4[C:14]([F:31])=[C:15]([N:19]5[CH2:20][CH2:21][N:22]([CH2:25][C:26]6[O:30][CH:29]=[CH:28][CH:27]=6)[CH2:23][CH2:24]5)[C:16]([F:18])=[CH:17][C:10]4=[CH:9][C:8]=3[C:7](=[O:32])[C:6]([C:33]([OH:35])=[O:34])=[CH:5]2)[CH2:2][CH2:3]1 |f:3.4|. Procedure: A suspension of 1.5 g of ethyl 1-cyclopropyl-7,9-difluoro-8-(4-furfurylpiperazin-1-yl)-4-oxo-1,4-dihydrobenzo[b][1,8]naphthyridine-3-carboxylate was heated, with stirring, at a temperature around 80° C. for approximately 1 hour 30 in 15 cm3 of ethanol and 14 cm3 of 1 N potassium hydroxide solution, 32 cm3 of 5% acetic acid were added at this same temperature and the suspension was stirred for 20 minutes. After recrystallizing from a mixture of 15 cm3 of dimethylformamide and 15 cm3 of ethanol, 0... Starting materials: CC1(OB(OC1(C)C)C=1CCN(CC1)C(=O)OC(C)(C)C)C (tert-butyl 4-(4,4,5,5-tetramethyl-1,3,2-dioxaborolan-2-yl)-3,6-dihydro-2H-pyridine-1-carboxylate), C(=O)([O-])[O-].[K+].[K+] (K2CO3), CCOC(=O)C.O (EtOAc water), C(C)(C)(C)OC(=O)N(C(OC(C)(C)C)=O)C1=NC=C(N=C1C1=NN2C(C=CC=C2)=N1)Br (Tert-butyl N-tert-butoxycarbonyl-3-([1,2,4]triazolo[1,5-a]pyridin-2-yl)-5-bromopyrazin-2-ylcarbamate). Reagents/catalysts: Cl[Pd]([P](C1=CC=CC=C1)(C2=CC=CC=C2)C3=CC=CC=C3)([P](C4=CC=CC=C4)(C5=CC=CC=C5)C6=CC=CC=C6)Cl (PdCl2(PPh3)2). The solvent is CN(C)C=O (DMF). Conditions: temperature 100 celsius. The product is N=1C(=NN2C1C=CC=C2)C2=C(N=CC(=N2)C2=CCN(CC2)C(=O)OC(C)(C)C)N(C(=O)OC(C)(C)C)C(=O)OC(C)(C)C (Tert-butyl 4-(6-([1,2,4]triazolo[1,5-a]pyridin-2-yl)-5-(bis(tert-butoxycarbonyl)amino)pyrazin-2-yl)-5,6-dihydropyridine-1(2H)-carboxylate). The yield is 69.3%. Reaction SMILES: [C:1]([O:5][C:6]([N:8]([C:16]1[C:21]([C:22]2[N:30]=[C:25]3[CH:26]=[CH:27][CH:28]=[CH:29][N:24]3[N:23]=2)=[N:20][C:19](Br)=[CH:18][N:17]=1)[C:9](=[O:15])[O:10][C:11]([CH3:14])([CH3:13])[CH3:12])=[O:7])([CH3:4])([CH3:3])[CH3:2].CC1(C)C(C)(C)OB([C:40]2[CH2:41][CH2:42][N:43]([C:46]([O:48][C:49]([CH3:52])([CH3:51])[CH3:50])=[O:47])[CH2:44][CH:45]=2)O1.C([O-])([O-])=O.[K+].[K+].CCOC(C)=O.O>CN(C=O)C.Cl[Pd](Cl)([P](C1C=CC=CC=1)(C1C=CC=CC=1)C1C=CC=CC=1)[P](C1C=CC=CC=1)(C1C=CC=CC=1)C1C=CC=CC=1>[N:30]1[C:22]([C:21]2[N:20]=[C:19]([C:40]3[CH2:45][CH2:44][N:43]([C:46]([O:48][C:49]([CH3:52])([CH3:51])[CH3:50])=[O:47])[CH2:42][CH:41]=3)[CH:18]=[N:17][C:16]=2[N:8]([C:9]([O:10][C:11]([CH3:14])([CH3:13])[CH3:12])=[O:15])[C:6]([O:5][C:1]([CH3:4])([CH3:3])[CH3:2])=[O:7])=[N:23][N:24]2[CH:29]=[CH:28][CH:27]=[CH:26][C:25]=12 |f:2.3.4,5.6,^1:74,93|. Procedure: Tert-butyl N-tert-butoxycarbonyl-3-([1,2,4]triazolo[1,5-a]pyridin-2-yl)-5-bromopyrazin-2-ylcarbamate (92 mg, 0.1872 mmol) was dissolved in DMF (1.5 mL) and treated with tert-butyl 4-(4,4,5,5-tetramethyl-1,3,2-dioxaborolan-2-yl)-3,6-dihydro-2H-pyridine-1-carboxylate (86.83 mg, 0.2808 mmol), PdCl2(PPh3)2 (13.14 mg, 0.01872 mmol) and K2CO3 (280.8 μL of 2 M, 0.5616 mmol). The mixture was allowed to heat at 100° C. for 1 hour and then allowed to cool to ambient temperature. The reaction was treated w... Starting materials: [BH4-], CCO, O=Cc1ccccc1, COc1cc(N)c(Cl)cc1C(=O)NCC1CCN(CCCCCN)CC1, [Na+], O. The product is COc1cc(N)c(Cl)cc1C(=O)NCC1CCN(CCCCCNCc2ccccc2)CC1. RXN SMILES: [BH4-:35].[CH3:38][CH2:39][OH:40].[CH:1](=[O:2])[c:3]1[cH:4][cH:5][cH:6][cH:7][cH:8]1.[NH2:9][c:10]1[cH:11][c:12]([O:33][CH3:34])[c:13]([C:14](=[O:15])[NH:16][CH2:17][CH:18]2[CH2:19][CH2:20][N:21]([CH2:24][CH2:25][CH2:26][CH2:27][CH2:28][NH2:29])[CH2:22][CH2:23]2)[cH:30][c:31]1[Cl:32].[Na+:36].[OH2:37]>>[CH2:1]([c:3]1[cH:4][cH:5][cH:6][cH:7][cH:8]1)[NH:29][CH2:28][CH2:27][CH2:26][CH2:25][CH2:24][N:21]1[CH2:20][CH2:19][CH:18]([CH2:17][NH:16][C:14]([c:13]2[c:12]([O:33][CH3:34])[cH:11][c:10]([NH2:9])[c:31]([Cl:32])[cH:30]2)=[O:15])[CH2:23][CH2:22]1.